Dataset: the Open Reaction Database (ORD), a public repository of structured organic reaction records. Task: describe an organic reaction: reactants, conditions, products, and yield The reactants are C(CCCCC)C=1C=C2CC(C(C2=CC1OC)=O)(C)C (5-hexyl-6-methoxy-2,2-dimethylindan-1-one), [Cl-].[Al+3].[Cl-].[Cl-] (aluminium chloride), C1(=CC=CC=C1)C (toluene). Solvent: O (water). The product is C(CCCCC)C=1C=C2CC(C(C2=CC1O)=O)(C)C (5-hexyl-6-hydroxy-2,2-dimethylindan-1-one). As a reaction SMILES: [CH2:1]([C:7]1[CH:8]=[C:9]2[C:13](=[CH:14][C:15]=1[O:16]C)[C:12](=[O:18])[C:11]([CH3:20])([CH3:19])[CH2:10]2)[CH2:2][CH2:3][CH2:4][CH2:5][CH3:6].[Cl-].[Al+3].[Cl-].[Cl-].C1(C)C=CC=CC=1>O>[CH2:1]([C:7]1[CH:8]=[C:9]2[C:13](=[CH:14][C:15]=1[OH:16])[C:12](=[O:18])[C:11]([CH3:19])([CH3:20])[CH2:10]2)[CH2:2][CH2:3][CH2:4][CH2:5][CH3:6] |f:1.2.3.4|. Procedure details: 1.93 g (7 mmol) of 5-hexyl-6-methoxy-2,2-dimethylindan-1-one, 2.84 g (21 mmol) of aluminium chloride and 40 ml of toluene are heated for 15 minutes at reflux. The mixture is poured into water and extracted with ether. The organic phase is dried (Na2SO4) and the solvent evaporated off. The residue is purified by flash chromatography (dichloromethane, 2.8 g; 90%). Starting materials: O (water), CC1(CC(CC(C1)(C)C)(C)C)O (1,3,3,5,5-pentamethylcyclohexanol), C(C)#N (acetonitrile), N (NH3). Run at temperature -50 celsius, time 6 hour. Product: C(C)(=O)NC1(CC(CC(C1)(C)C)(C)C)C (N-acetyl-1,3,3,5,5-pentamethylcyclohexanamine). Isolated yield 60.0%. As a reaction SMILES: [CH3:1][C:2]1(O)[CH2:7][C:6]([CH3:9])([CH3:8])[CH2:5][C:4]([CH3:11])([CH3:10])[CH2:3]1.[OH2:13].N.[C:15](#[N:17])[CH3:16]>>[C:15]([NH:17][C:2]1([CH3:1])[CH2:7][C:6]([CH3:9])([CH3:8])[CH2:5][C:4]([CH3:11])([CH3:10])[CH2:3]1)(=[O:13])[CH3:16]. Procedure: To a vigorously stirred solution of 1,3,3,5,5-pentamethylcyclohexanol (3-13) (3.0 g, 17.65 mmol) in acetonitrile (20 ml) fuming HNO3 (6ml) was added dropwise, keeping temperature below 45° C. The resulting mixture was stirred at -50° C. for 6 h, then it was cooled, poured into water (30 ml) ana neutralised with aqueous NH3. Aqueous phase was extracted with ether (3*30 ml). The combined ether phases were washed with saline (30 ml), then dried over MgSO4, filtered and evaporated. The crude product... Starting materials: CC(=O)OCC[N+](=O)[O-], CCO, Fc1ccc(-c2ccn(C3CCNCC3)c2-c2ccncc2)cc1. Product: O=[N+]([O-])CCN1CCC(n2ccc(-c3ccc(F)cc3)c2-c2ccncc2)CC1. RXN SMILES: [C:1]([O:2][CH2:5][CH2:6][N+:7](=[O:8])[O-:9])(=[O:3])[CH3:4].[CH3:34][CH2:35][OH:36].[F:10][c:11]1[cH:12][cH:13][c:14](-[c:17]2[c:18](-[c:28]3[cH:29][cH:30][n:31][cH:32][cH:33]3)[n:19]([CH:22]3[CH2:23][CH2:24][NH:25][CH2:26][CH2:27]3)[cH:20][cH:21]2)[cH:15][cH:16]1>>[CH2:5]([CH2:6][N+:7](=[O:8])[O-:9])[N:25]1[CH2:24][CH2:23][CH:22]([n:19]2[c:18](-[c:28]3[cH:29][cH:30][n:31][cH:32][cH:33]3)[c:17](-[c:14]3[cH:13][cH:12][c:11]([F:10])[cH:16][cH:15]3)[cH:21][cH:20]2)[CH2:27][CH2:26]1.